This data is from the Open Reaction Database (ORD), a public repository of structured organic reaction records. The task is: describe an organic reaction: reactants, conditions, products, and yield Reactants: NC(C(C)C1=C(C=CC=C1)C#CC1=NC(=NC=C1C(F)(F)F)NC=1C=CC(=NC1)C1CCN(CC1)C(=O)OC(C)(C)C)=O (tert-Butyl 4-(5-((4-((2-(1-amino-1-oxopropan-2-yl)phenyl)ethynyl)-5-(trifluoromethyl)pyrimidin-2-yl)amino)pyridin-2-yl)piperidine-1-carboxylate). Reagents/catalysts: [Pd] (Pd/C). Solvent: CN(C)C=O (DMF), CCN(CC)CC (Et3N). Conditions: time 112 hour. Yields the product NC(C(C)C1=C(CCC2=NC(=NC=C2C(F)(F)F)NC=2C=CC(=NC2)C2CCN(CC2)C(=O)OC(C)(C)C)C=CC=C1)=O (tert-Butyl 4-(5-((4-(2-(1-amino-1-oxopropan-2-yl)phenethyl)-5-(trifluoromethyl)pyrimidin-2-yl)amino)pyridin-2-yl)piperidine-1-carboxylate). RXN SMILES: [NH2:1][C:2](=[O:43])[CH:3]([C:5]1[CH:10]=[CH:9][CH:8]=[CH:7][C:6]=1[C:11]#[C:12][C:13]1[C:18]([C:19]([F:22])([F:21])[F:20])=[CH:17][N:16]=[C:15]([NH:23][C:24]2[CH:25]=[CH:26][C:27]([CH:30]3[CH2:35][CH2:34][N:33]([C:36]([O:38][C:39]([CH3:42])([CH3:41])[CH3:40])=[O:37])[CH2:32][CH2:31]3)=[N:28][CH:29]=2)[N:14]=1)[CH3:4]>CN(C=O)C.CCN(CC)CC.[Pd]>[NH2:1][C:2](=[O:43])[CH:3]([C:5]1[CH:10]=[CH:9][CH:8]=[CH:7][C:6]=1[CH2:11][CH2:12][C:13]1[C:18]([C:19]([F:22])([F:21])[F:20])=[CH:17][N:16]=[C:15]([NH:23][C:24]2[CH:25]=[CH:26][C:27]([CH:30]3[CH2:31][CH2:32][N:33]([C:36]([O:38][C:39]([CH3:41])([CH3:42])[CH3:40])=[O:37])[CH2:34][CH2:35]3)=[N:28][CH:29]=2)[N:14]=1)[CH3:4]. Procedure: A mixture of tert-Butyl 4-(5-((4-((2-(1-amino-1-oxopropan-2-yl)phenyl)ethynyl)-5-(trifluoromethyl)pyrimidin-2-yl)amino)pyridin-2-yl)piperidine-1-carboxylate A71 (0.139 g, 0.234 mmol) and 10% Pd/C (0.156 g) in DMF (3.0 mL) and Et3N (0.30 mL) was stirred under a hydrogen atmosphere for 112 hours. The mixture was filtered through Celite and concentrated under reduced pressure before being purified using silica gel column chromatography (Biotage Isolera, SiO2 cartridge, 0-100% EtOAc in petroleum ben... Reactants: N#Cc1ccc2sc(CBr)cc2c1, CCOC(=O)C(C(=O)OCC)c1ccc(OCC2CCCN2C(=O)OC(C)(C)C)cc1, [H-], [Na+], C1CCOC1. Product: CCOC(=O)C(Cc1cc2cc(C#N)ccc2s1)(C(=O)OCC)c1ccc(OCC2CCCN2C(=O)OC(C)(C)C)cc1. Reaction SMILES: [Br:34][CH2:35][c:36]1[cH:37][c:38]2[c:39]([s:40]1)[cH:41][cH:42][c:43]([C:45]#[N:46])[cH:44]2.[C:1]([CH3:2])([CH3:3])([CH3:4])[O:5][C:6](=[O:7])[N:8]1[CH:9]([CH2:13][O:14][c:15]2[cH:16][cH:17][c:18]([CH:21]([C:22](=[O:23])[O:24][CH2:25][CH3:26])[C:27](=[O:28])[O:29][CH2:30][CH3:31])[cH:19][cH:20]2)[CH2:10][CH2:11][CH2:12]1.[H-:32].[Na+:33].[O:47]1[CH2:48][CH2:49][CH2:50][CH2:51]1>>[C:1]([CH3:2])([CH3:3])([CH3:4])[O:5][C:6](=[O:7])[N:8]1[CH:9]([CH2:13][O:14][c:15]2[cH:16][cH:17][c:18]([C:21]([C:22](=[O:23])[O:24][CH2:25][CH3:26])([C:27](=[O:28])[O:29][CH2:30][CH3:31])[CH2:35][c:36]3[cH:37][c:38]4[c:39]([s:40]3)[cH:41][cH:42][c:43]([C:45]#[N:46])[cH:44]4)[cH:19][cH:20]2)[CH2:10][CH2:11][CH2:12]1. The reactants are COC(C)[Si](C)(C)C, CN(C)C=O, ClCCCI, CC=C(CC)C1NC(=O)CC(c2cccc(Cl)c2)C12C(=O)Nc1cc(Cl)ccc12, [H-], [Li+]. Yields the product COC(C)[Si](C)(C)C, CC=C(CC)C1N(CCCCl)C(=O)CC(c2cccc(Cl)c2)C12C(=O)Nc1cc(Cl)ccc12. RXN SMILES: [CH3:1][O:2][CH:3]([CH3:4])[Si:5]([CH3:6])([CH3:7])[CH3:8].[CH3:45][N:46]([CH3:47])[CH:48]=[O:49].[Cl:40][CH2:41][CH2:42][CH2:43][I:44].[Cl:9][c:10]1[cH:11][cH:12][c:13]2[c:17]([cH:18]1)[NH:16][C:15](=[O:19])[C:14]21[CH:20]([C:33](=[CH:34][CH3:35])[CH2:36][CH3:37])[NH:21][C:22](=[O:32])[CH2:23][CH:24]1[c:25]1[cH:26][c:27]([Cl:31])[cH:28][cH:29][cH:30]1.[H-:38].[Li+:39]>>[CH3:1][O:2][CH:3]([CH3:4])[Si:5]([CH3:6])([CH3:7])[CH3:8].[Cl:9][c:10]1[cH:11][cH:12][c:13]2[c:17]([cH:18]1)[NH:16][C:15](=[O:19])[C:14]21[CH:20]([C:33](=[CH:34][CH3:35])[CH2:36][CH3:37])[N:21]([CH2:43][CH2:42][CH2:41][Cl:40])[C:22](=[O:32])[CH2:23][CH:24]1[c:25]1[cH:26][c:27]([Cl:31])[cH:28][cH:29][cH:30]1. The reactants are O=C([O-])[O-], Cc1cscc1C(=O)O, CN(C)C=O, CCI, [K+], [K+], O. Yields the product CCOC(=O)c1cscc1C. RXN SMILES: [C:13](=[O:14])([O-:15])[O-:16].[CH3:1][c:2]1[c:3]([C:7](=[O:8])[OH:9])[cH:4][s:5][cH:6]1.[CH3:20][N:21]([CH3:22])[CH:23]=[O:24].[I:10][CH2:11][CH3:12].[K+:17].[K+:18].[OH2:19]>>[CH3:1][c:2]1[c:3]([C:7](=[O:8])[O:9][CH2:11][CH3:12])[cH:4][s:5][cH:6]1. Reactants: NC=1C=C(C=CC1Cl)O (3-amino-4-chlorophenol), CN1N=C(C=C1C(=O)Cl)C (1,3-dimethyl-1H-pyrazole-5-carbonylchloride). Run in CN(C(C)=O)C (N,N-dimethylacetamide). The product is ClC1=C(C=C(C=C1)O)NC(=O)C1=CC(=NN1C)C (N-(2-chloro-5-hydroxyphenyl)-1,3-dimethyl-1H-pyrazole-5-carboxamide). The yield is 70.3%. Reaction SMILES: [NH2:1][C:2]1[CH:3]=[C:4]([OH:9])[CH:5]=[CH:6][C:7]=1[Cl:8].[CH3:10][N:11]1[C:15]([C:16](Cl)=[O:17])=[CH:14][C:13]([CH3:19])=[N:12]1>CN(C)C(=O)C>[Cl:8][C:7]1[CH:6]=[CH:5][C:4]([OH:9])=[CH:3][C:2]=1[NH:1][C:16]([C:15]1[N:11]([CH3:10])[N:12]=[C:13]([CH3:19])[CH:14]=1)=[O:17]. Procedure: In the same manner as in Reference Example 23 and using 3-amino-4-chlorophenol (920 mg, 6.4 mmol), 1,3-dimethyl-1H-pyrazole-5-carbonylchloride (1170 mg, 7.4 mmol) and N,N-dimethylacetamide (13 mL) as starting materials, N-(2-chloro-5-hydroxyphenyl)-1,3-dimethyl-1H-pyrazole-5-carboxamide (1190 mg, 4.5 mmol) was obtained. Using lithium aluminum hydride (1060 mg, 22 mmol), N-(2-chloro-5-hydroxyphenyl)-1,3-dimethyl-1H-pyrazole-5-carboxamide (1190 mg, 4.5 mmol) and tetrahydrofuran (40 mL) as starting... Reactants: BrC=1C=C2C=C(N=CC2=CC1)N (6-bromoisoquinolin-3-amine), C[O-].[Na+] (NaOMe). The solvent is CS(=O)C (DMSO). Run at temperature 150 celsius. Product: COC=1C=C2C=C(N=CC2=CC1)N (6-methoxyisoquinolin-3-amine). The yield is 53.8%. Reaction SMILES: Br[C:2]1[CH:3]=[C:4]2[C:9](=[CH:10][CH:11]=1)[CH:8]=[N:7][C:6]([NH2:12])=[CH:5]2.[CH3:13][O-:14].[Na+]>CS(C)=O>[CH3:13][O:14][C:2]1[CH:3]=[C:4]2[C:9](=[CH:10][CH:11]=1)[CH:8]=[N:7][C:6]([NH2:12])=[CH:5]2 |f:1.2|. Procedure details: In a dry box, to the microwave test tube (20 ml volume) was added the 6-bromoisoquinolin-3-amine (1.0 g, 4.5 mmol) and the NaOMe (242.0 mg, 4.5 mmol) in 10 ml of DMSO. The microwave test tube was capped and moved from the dry box. The test tube was place into Microwave station to heat at 150° C. for 30 min. The crude residue was purified by a silica gel column to give 420 mg (yield 53.8%). 1H NMR (400 MHz, DMSO-d6) ppm 2.44 (s, 3H), 7.94-8.11 (m, 2H), 8.17 (d, J=8.56 Hz, 2H), 8.82 (s, 1H). MS m/... Reactants: C(=O)OC1CN(CCC1)C=1N=C2N(C(C1C=O)=O)C=CC(=C2)CCC=2SC=C(N2)C2CCC2 (1-{8-[2-(4-Cyclobutyl-1,3-thiazol-2-yl)ethyl]-3-formyl-4-oxo-4H-pyrido[1,2-a]-pyrimidin-2-yl}-3-piperidyl formate), C1(CCC1)C=1N=C(SC1)CCC1=CC=2N(C(C=C(N2)N2CCOCC2)=O)C=C1 (8-[2-(4-cyclobutyl-1,3-thiazol-2-yl)ethyl]-2-morpholino-4H-pyrido[1,2-a]pyrimidin-4-one). The product is C1(CCC1)C=1N=C(SC1)CCC1=CC=2N(C(C(=C(N2)N2CCOCC2)C=O)=O)C=C1 (8-[2-(4-Cyclobutyl-1,3-thiazol-2-yl)ethyl]-2-morpholino-4-oxo-4H-pyrido[1,2-a]-pyrimidine-3-carbaldehyde). Isolated yield 82.0%. Reaction SMILES: C([O:3][CH:4]1C[CH2:8][CH2:7][N:6]([C:10]2[N:11]=[C:12]3[CH:22]=[C:21]([CH2:23][CH2:24][C:25]4[S:26][CH:27]=[C:28]([CH:30]5[CH2:33][CH2:32][CH2:31]5)[N:29]=4)[CH:20]=[CH:19][N:13]3[C:14](=[O:18])[C:15]=2[CH:16]=[O:17])[CH2:5]1)=O.C1(C2N=C(CCC3C=CN4C(=O)C=C(N5CCOCC5)N=C4C=3)SC=2)CCC1>>[CH:30]1([C:28]2[N:29]=[C:25]([CH2:24][CH2:23][C:21]3[CH:20]=[CH:19][N:13]4[C:14](=[O:18])[C:15]([CH:16]=[O:17])=[C:10]([N:6]5[CH2:5][CH2:4][O:3][CH2:8][CH2:7]5)[N:11]=[C:12]4[CH:22]=3)[S:26][CH:27]=2)[CH2:33][CH2:32][CH2:31]1. Procedure: Reactions were performed in the same manner as in Example 1, (I) by using 8-[2-(4-cyclobutyl-1,3-thiazol-2-yl)ethyl]-2-morpholino-4H-pyrido[1,2-a]pyrimidin-4-one (346 mg, 0.8726 mmol) to obtain 305 mg (82%) of the title compound as ocher solid. Reactants: C(CCCCCCCCCCC)OC=1C2=C(C=3C=C(C4=C(C3C1)C=CS4)OCCCCCCCCCCCC)C=CS2 (5,10-Bis-dodecyloxy-1,6-dithia-dicyclopenta[a,f]naphthalene), C[Sn](C)(C)Cl (Trimethyltin chloride), C1CCOC1 (THF), [Li+].CCC[CH2-] (N-Butyllithium). Solvent: CCCCCC (Hexane). Reaction conditions: temperature -78 celsius, time 30 minute. Product: C(CCCCCCCCCCC)OC=1C2=C(C=3C=C(C4=C(C3C1)C=C(S4)[Sn](C)(C)C)OCCCCCCCCCCCC)C=C(S2)[Sn](C)(C)C (5,10-Bis-dodecyloxy-2,7-bis-trimethylstannanyl-1,6-dithia-dicyclopenta[a,f]naphthalene). The yield is 85.6%. Reaction SMILES: [CH2:1]([O:13][C:14]1[C:15]2[S:42][CH:41]=[CH:40][C:16]=2[C:17]2[CH:18]=[C:19]([O:27][CH2:28][CH2:29][CH2:30][CH2:31][CH2:32][CH2:33][CH2:34][CH2:35][CH2:36][CH2:37][CH2:38][CH3:39])[C:20]3[S:26][CH:25]=[CH:24][C:21]=3[C:22]=2[CH:23]=1)[CH2:2][CH2:3][CH2:4][CH2:5][CH2:6][CH2:7][CH2:8][CH2:9][CH2:10][CH2:11][CH3:12].C1COCC1.[Li+].CCC[CH2-].[CH3:53][Sn:54](Cl)([CH3:56])[CH3:55]>CCCCCC>[CH2:28]([O:27][C:19]1[C:20]2[S:26][C:25]([Sn:54]([CH3:56])([CH3:55])[CH3:53])=[CH:24][C:21]=2[C:22]2[CH:23]=[C:14]([O:13][CH2:1][CH2:2][CH2:3][CH2:4][CH2:5][CH2:6][CH2:7][CH2:8][CH2:9][CH2:10][CH2:11][CH3:12])[C:15]3[S:42][C:41]([Sn:54]([CH3:56])([CH3:55])[CH3:53])=[CH:40][C:16]=3[C:17]=2[CH:18]=1)[CH2:29][CH2:30][CH2:31][CH2:32][CH2:33][CH2:34][CH2:35][CH2:36][CH2:37][CH2:38][CH3:39] |f:2.3|. Procedure: 5,10-Bis-dodecyloxy-1,6-dithia-dicyclopenta[a,f]naphthalene (BB-3, 0.366 g, 0.6 mmol) was added into a 50 mL flask. The system was vacuumed and backfilled with argon 3 times before 17 mL of anhydrous THF was injected. N-Butyllithium (0.6 mL, 2.5 M in hexane, 1.5 mmol) was added after the mixture was cooled to −78° C. A white precipitate was observed after the mixture was stirred at −78° C. for 30 minutes. Stirring was continued at room temperature for one more hour before the mixture was cooled ... The reactants are C(=O)([O-])[O-].[K+].[K+] (K2CO3), IC (iodomethane), BrC=1C=C2C=CNC2=CC1 (5-bromoindole), cuprous cyanide, CN1CCCC1=O (NMP). Run in CN(C)C=O (DMF). Conditions: temperature 100 celsius, time 30 minute. The product is CN1C=CC2=CC(=CC=C12)C#N (1-methyl-1H-indole-5-carbonitrile). The yield is 70.0%. Reaction SMILES: Br[C:2]1[CH:3]=[C:4]2[C:8](=CC=1)[NH:7]C=[CH:5]2.C([O-])([O-])=O.[K+].[K+].IC.[CH3:19][N:20]1[C:24](=O)[CH2:23][CH2:22][CH2:21]1>CN(C=O)C>[CH3:19][N:20]1[C:24]2[C:23](=[CH:5][C:4]([C:8]#[N:7])=[CH:3][CH:2]=2)[CH:22]=[CH:21]1 |f:1.2.3|. Procedure details: A mixture of 5-bromoindole (500 mg; 2.55 mmol) and cuprous cyanide (342 mg; 3.83 mmol) in NMP (10 mL) was heated under microwave irradiations to 100° C. for 30 minutes then at 200° C. for 30 minutes. The reaction mixture was partitioned with water and DCM and the organic layer was washed with brine and concentrated in vacuo to give a pink solid. Purification by silica column chromatography (DCM) gave a white solid. It was dissolved in DMF (5 mL) and K2CO3 (704 mg; 5.10 mmol) and iodomethane (543... The reactants are COC(=O)C1=C(NC(=C(C1C1=C(C(=CC=C1)Cl)Cl)C(=O)OC)C)C (4-(2,3-dichlorophenyl)-1,4-dihydro-2,6-dimethylpyridine-3,5-dicarboxylic acid dimethylester), N1C=NC=C1 (imidazole), [NH+]1=CC=CC=C1 (Pyridinium), ice, [O-]S(=O)(=O)[O-].[Na+].[Na+] (Na2SO4). Solvent: C(Cl)Cl (methylene dichloride), N1=CC=CC=C1 (pyridine). Reaction conditions: time 40 minute. Product: ClC1=C(C=CC=C1Cl)C1C(=C(NC(=C1C(=O)OC)C)CC=1NC=CN1)C(=O)OC (4-(2,3-Dichlorophenyl)-1,4-dihydro-2-(1-imidazolyl-methyl)-6-methylpyridine-3,5-dicarboxylic acid, dimethyl ester). Yield: 51.0%. As a reaction SMILES: [NH+]1C=CC=CC=1.[CH3:7][O:8][C:9]([C:11]1[CH:16]([C:17]2[CH:22]=[CH:21][CH:20]=[C:19]([Cl:23])[C:18]=2[Cl:24])[C:15]([C:25]([O:27][CH3:28])=[O:26])=[C:14]([CH3:29])[NH:13][C:12]=1[CH3:30])=[O:10].[NH:31]1[CH:35]=[CH:34][N:33]=[CH:32]1.[O-]S([O-])(=O)=O.[Na+].[Na+]>C(Cl)Cl.N1C=CC=CC=1>[Cl:24][C:18]1[C:19]([Cl:23])=[CH:20][CH:21]=[CH:22][C:17]=1[CH:16]1[C:15]([C:25]([O:27][CH3:28])=[O:26])=[C:14]([CH3:29])[NH:13][C:12]([CH2:30][C:32]2[NH:31][CH:35]=[CH:34][N:33]=2)=[C:11]1[C:9]([O:8][CH3:7])=[O:10] |f:3.4.5|. Reported procedure: Pyridinium perbromide hydrobromide (5.6 g, 17.5 mmol) was added to a stirred ice-cooled solution of 4-(2,3-dichlorophenyl)-1,4-dihydro-2,6-dimethylpyridine-3,5-dicarboxylic acid dimethylester (5.55 g, 15 mmol) and pyridine (2 g) in methylene dichloride (80ml). The solution was stirred at ice temperature for 40 minutes then washed with ice cold water (1×100 ml). The organic phase was separated and imidazole (6.8 g, 0.1 mol) added followed by anhydrous Na2SO4. After drying for 20 minutes the solut...